This data is from the Open Reaction Database (ORD), a public repository of structured organic reaction records. The task is: describe an organic reaction: reactants, conditions, products, and yield Starting materials: FC1=C(C=O)C=CC=C1 (2-fluorobenzaldehyde), C(CC(=O)C)(=O)OC (methyl acetoacetate), [OH-].[NH4+] (ammonium hydroxide). Solvent: CO (methanol). Reaction conditions: time 30 minute. The product is FC1=C(C=CC=C1)C1C(=C(NC(=C1C(=O)OC)C)C)C(=O)OC (dimethyl 4-(2-fluorophenyl)-1,4-dihydro-2,6-dimethyl-3,5-pyridinedicarboxylate). RXN SMILES: [F:1][C:2]1[CH:9]=[CH:8][CH:7]=[CH:6][C:3]=1[CH:4]=O.[C:10]([O:16][CH3:17])(=[O:15])[CH2:11][C:12]([CH3:14])=O.[OH-:18].[NH4+:19]>CO>[F:1][C:2]1[CH:9]=[CH:8][CH:7]=[CH:6][C:3]=1[CH:4]1[C:11]([C:10]([O:16][CH3:17])=[O:15])=[C:12]([CH3:14])[NH:19][C:12]([CH3:14])=[C:11]1[C:10]([O:16][CH3:17])=[O:18] |f:2.3|. Reported procedure: To a stirred solution containing 119 g of 2-fluorobenzaldehyde, 600 ml of methanol and 255 ml of methyl acetoacetate was added 200 ml of concentrated ammonium hydroxide whereupon an exothermic reaction ensued. The reaction mixture was stirred at ambient temperature for 30 minutes, next refluxed a few hours and then allowed to stand at room temperature overnight (about 15 hours). The yellow solid that crystallized was collected, washed with ether and dried in an oven at 50°-60° C. to yield 201 g ... The reactants are [C-]#N.[Na+] (NaCN), COC1=CC=C(CN(C2=NC(=NC(=N2)C)C=2C(=NC=C(C=O)C2)NC=2C=NC(=C(C2)F)OC)CC2=CC=C(C=C2)OC)C=C1 (5-(4-(bis(4-methoxybenzyl)amino)-6-methyl-1,3,5-triazin-2-yl)-6-(5-fluoro-6-methoxypyridin-3-ylamino)nicotinaldehyde), [C-]#N.[Na+] (sodium cyanide), N1CCC(CC1)O (piperidin-4-ol). Reagents/catalysts: [O-2].[Mn+4].[O-2] (manganese (IV) oxide), [O-2].[Mn+4].[O-2] (manganese (IV) oxide). Solvent: C1CCOC1 (THF). Reaction conditions: time 1 hour. Product: COC1=CC=C(CN(C2=NC(=NC(=N2)C)C=2C=C(C=NC2NC=2C=NC(=C(C2)F)OC)C(=O)N2CCC(CC2)O)CC2=CC=C(C=C2)OC)C=C1 ((5-(4-(Bis(4-Methoxybenzyl)Amino)-6-Methyl-1,3,5-Triazin-2-yl)-6-(5-Fluoro-6-Methoxypyridin-3-Ylamino)Pyridin-3-yl)(4-Hydroxypiperidin-1-yl)Methanone). RXN SMILES: [CH3:1][O:2][C:3]1[CH:44]=[CH:43][C:6]([CH2:7][N:8]([CH2:34][C:35]2[CH:40]=[CH:39][C:38]([O:41][CH3:42])=[CH:37][CH:36]=2)[C:9]2[N:14]=[C:13]([CH3:15])[N:12]=[C:11]([C:16]3[C:17]([NH:24][C:25]4[CH:26]=[N:27][C:28]([O:32][CH3:33])=[C:29]([F:31])[CH:30]=4)=[N:18][CH:19]=[C:20]([CH:23]=3)[CH:21]=[O:22])[N:10]=2)=[CH:5][CH:4]=1.[C-]#N.[Na+].[NH:48]1[CH2:53][CH2:52][CH:51]([OH:54])[CH2:50][CH2:49]1>C1COCC1.[O-2].[Mn+4].[O-2]>[CH3:42][O:41][C:38]1[CH:37]=[CH:36][C:35]([CH2:34][N:8]([CH2:7][C:6]2[CH:5]=[CH:4][C:3]([O:2][CH3:1])=[CH:44][CH:43]=2)[C:9]2[N:14]=[C:13]([CH3:15])[N:12]=[C:11]([C:16]3[CH:23]=[C:20]([C:21]([N:48]4[CH2:53][CH2:52][CH:51]([OH:54])[CH2:50][CH2:49]4)=[O:22])[CH:19]=[N:18][C:17]=3[NH:24][C:25]3[CH:26]=[N:27][C:28]([O:32][CH3:33])=[C:29]([F:31])[CH:30]=3)[N:10]=2)=[CH:40][CH:39]=1 |f:1.2,5.6.7|. Procedure: A solution of 5-(4-(bis(4-methoxybenzyl)amino)-6-methyl-1,3,5-triazin-2-yl)-6-(5-fluoro-6-methoxypyridin-3-ylamino)nicotinaldehyde (0.054 g, 0.091 mmol) in THF (1.0 mL) at room temperature was treated with sodium cyanide (4.44 mg, 0.091 mmol) (Sigma-Aldrich), piperidin-4-ol (0.046 g, 0.453 mmol) (Aldrich) and manganese (IV) oxide (0.118 g, 1.360 mmol) (Sigma-Aldrich). The mixture was stirred at room temperature. After 1 h the reaction was incomplete, so a few granules of NaCN, and another 15 equ... Starting materials: ClC1=NC2=C(C(=CC=C2C(=C1)Cl)OCCN1CCOCC1)Cl (2,4,8-trichloro-7-(2-morpholin-4-yl-ethoxy)-quinoline), C(C)(C)C1=NNC=C1 (3-isopropyl-1H-pyrazole), [H-].[Na+] (NaH). Solvent: CN1CCCC1=O (NMP). Yields the product ClC1=CC(=NC2=C(C(=CC=C12)OCCN1CCOCC1)Cl)N1N=C(C=C1)C(C)C (4,8-dichloro-2-(3-isopropyl-pyrazol-1-yl)-7-(2-morpholin-4-yl-ethoxy)-quinoline). Yield: 49.5%. Reaction SMILES: Cl[C:2]1[CH:11]=[C:10]([Cl:12])[C:9]2[C:4](=[C:5]([Cl:22])[C:6]([O:13][CH2:14][CH2:15][N:16]3[CH2:21][CH2:20][O:19][CH2:18][CH2:17]3)=[CH:7][CH:8]=2)[N:3]=1.[CH:23]([C:26]1[CH:30]=[CH:29][NH:28][N:27]=1)([CH3:25])[CH3:24].[H-].[Na+]>CN1C(=O)CCC1>[Cl:12][C:10]1[C:9]2[C:4](=[C:5]([Cl:22])[C:6]([O:13][CH2:14][CH2:15][N:16]3[CH2:21][CH2:20][O:19][CH2:18][CH2:17]3)=[CH:7][CH:8]=2)[N:3]=[C:2]([N:28]2[CH:29]=[CH:30][C:26]([CH:23]([CH3:25])[CH3:24])=[N:27]2)[CH:11]=1 |f:2.3|. Procedure: To mixture of 2,4,8-trichloro-7-(2-morpholin-4-yl-ethoxy)-quinoline (0.34 g, 0.95 mmol) and 3-isopropyl-1H-pyrazole (0.63 g, 5.7 mmol) in NMP (3 ml) was added NaH (60% in mineral oil) (0.042 g, 1.05 mmol). The mixture was stirred at room temperature for over night and it monitored by LC-MS. The crude material was purified by pre-HPLC to afford 4,8-dichloro-2-(3-isopropyl-pyrazol-1-yl)-7-(2-morpholin-4-yl-ethoxy)-quinoline (0.204 g, 0.47 mmol). The reactants are [H-].[Na+] (NaH), C(C1=CC=CC=C1)N1C(NC=C1C1=CC=CC=C1)=O (1-benzyl-5-phenyl-4-imidazolin-2-one), COC(CCCCCCCBr)=O (8-bromocaprylic acid methyl ester). Solvent: CN(C)C=O (DMF). The product is COC(CCCCCCCN1C(N(C(=C1)C1=CC=CC=C1)CC1=CC=CC=C1)=O)=O (8-(3-Benzyl-2-oxo-4-phenyl-4-imidazolin-1-yl) caprylic acid methyl ester). RXN SMILES: [H-].[Na+].[CH2:3]([N:10]1[C:14]([C:15]2[CH:20]=[CH:19][CH:18]=[CH:17][CH:16]=2)=[CH:13][NH:12][C:11]1=[O:21])[C:4]1[CH:9]=[CH:8][CH:7]=[CH:6][CH:5]=1.[CH3:22][O:23][C:24](=[O:33])[CH2:25][CH2:26][CH2:27][CH2:28][CH2:29][CH2:30][CH2:31]Br>CN(C=O)C>[CH3:22][O:23][C:24](=[O:33])[CH2:25][CH2:26][CH2:27][CH2:28][CH2:29][CH2:30][CH2:31][N:12]1[CH:13]=[C:14]([C:15]2[CH:16]=[CH:17][CH:18]=[CH:19][CH:20]=2)[N:10]([CH2:3][C:4]2[CH:5]=[CH:6][CH:7]=[CH:8][CH:9]=2)[C:11]1=[O:21] |f:0.1|. Procedure details: The product is produced as described in example 1 from 1.8 g of NaH (80% suspension in mineral oil), 15 g of 1-benzyl-5-phenyl-4-imidazolin-2-one, 120 cc. of DMF, 14.2 g of 8-bromocaprylic acid methyl ester and 1.8 g of NaJ. Reaction conditions: temperature 70 celsius, time 30 minute. Product: C(C1=CC=CC=C1)OCCC(C(=O)C1=CC=C(C=C1)OCCN(C)C)C1=CC=C(C=C1)Cl (4-Benzyloxy-2-(4-chlorophenyl)-1-[4-(2-dimethylaminoethoxy)phenyl]butan-1-one). The reagents and catalysts are CCCC[N+](CCCC)(CCCC)CCCC.[Br-] (TBABr). The solvent is C1(=CC=CC=C1)C (toluene). Procedure: The mixture containing 2-(4-chlorophenyl)-1-[4-(2-dimethylaminoethoxy)phenyl]ethanone (6.3 g, 0.020 mol) and TBABr (0.5 g) in toluene (70 ml) is heated to 70° C. and 48% aqueous sodium hydroxide (70 ml) is added. The mixture is stirred for 30 min. and (2-bromoethoxymethyl)benzene (5.5 g, 0.025 mol) is added dropwise at 85-90° C. The reaction mixture is stirred at 95-100° C. for 3 h. The layers are separated and the aqueous phase is extracted with toluene. The combined organic phases are washed w... As a reaction SMILES: [Cl:1][C:2]1[CH:7]=[CH:6][C:5]([CH2:8][C:9]([C:11]2[CH:16]=[CH:15][C:14]([O:17][CH2:18][CH2:19][N:20]([CH3:22])[CH3:21])=[CH:13][CH:12]=2)=[O:10])=[CH:4][CH:3]=1.[OH-].[Na+].Br[CH2:26][CH2:27][O:28][CH2:29][C:30]1[CH:35]=[CH:34][CH:33]=[CH:32][CH:31]=1>CCCC[N+](CCCC)(CCCC)CCCC.[Br-].C1(C)C=CC=CC=1>[CH2:29]([O:28][CH2:27][CH2:26][CH:8]([C:5]1[CH:6]=[CH:7][C:2]([Cl:1])=[CH:3][CH:4]=1)[C:9]([C:11]1[CH:16]=[CH:15][C:14]([O:17][CH2:18][CH2:19][N:20]([CH3:21])[CH3:22])=[CH:13][CH:12]=1)=[O:10])[C:30]1[CH:35]=[CH:34][CH:33]=[CH:32][CH:31]=1 |f:1.2,4.5|. Starting materials: ClC1=CC=C(C=C1)CC(=O)C1=CC=C(C=C1)OCCN(C)C (2-(4-chlorophenyl)-1-[4-(2-dimethylaminoethoxy)phenyl]ethanone), BrCCOCC1=CC=CC=C1 ((2-bromoethoxymethyl)benzene), [OH-].[Na+] (sodium hydroxide). Starting materials: NN (hydrazine), COC=1C=C2C(=C(N(C2=CC1)CC=1C=NC=CC1)C)CC(=O)NN (5-Methoxy-2-methyl-1-[(3-pyridyl)methyl]-1H-indole-3-acetic acid hydrazide), C(C)OC(CC1=C(N(C2=CC=C(C=C12)OC)CC=1C=NC=CC1)C)=O (5-methoxy-2-methyl-1-[(3-pyridyl)methyl]-1H-indole-3-acetic acid ethyl ester). The product is COC=1C=C2C(=C(N(C2=CC1)CC=1C=NC=CC1)C)CC(=O)NN (5-methoxy-2-methyl-1-[(3-pyridyl)methyl]-1H-indole-3-acetic acid hydrazide), CO (MeOH). Isolated yield 17.0%. As a reaction SMILES: [CH3:1][O:2][C:3]1[CH:4]=[C:5]2[C:9](=[CH:10][CH:11]=1)[N:8]([CH2:12][C:13]1[CH:14]=[N:15][CH:16]=[CH:17][CH:18]=1)[C:7]([CH3:19])=[C:6]2[CH2:20][C:21]([NH:23][NH2:24])=[O:22].[CH2:25]([O:27]C(=O)CC1C2C(=CC=C(OC)C=2)N(CC2C=NC=CC=2)C=1C)C.NN>>[CH3:1][O:2][C:3]1[CH:4]=[C:5]2[C:9](=[CH:10][CH:11]=1)[N:8]([CH2:12][C:13]1[CH:14]=[N:15][CH:16]=[CH:17][CH:18]=1)[C:7]([CH3:19])=[C:6]2[CH2:20][C:21]([NH:23][NH2:24])=[O:22].[CH3:25][OH:27]. Procedure details: 5-Methoxy-2-methyl-1-[(3-pyridyl)methyl]-1H-indole-3-acetic acid hydrazide. Using the method described in Example 1, Part G, 340 mg (1.0 mmol) of 5-methoxy-2-methyl-1-[(3-pyridyl)methyl]-1H-indole-3-acetic acid ethyl ester was reacted with 1.0 mL of hydrazine to give on crystallization from MeOH 54 mg (17% yield) of 5-methoxy-2-methyl-1-[(3-pyridyl)methyl]-1H-indole-3-acetic acid hydrazide, mp 153°-154.5° C. The reactants are ClC1=CC=C(C=C1)C1=NC=2N(C(=C1)C)N=CC2C(=O)O (5-(4-chloro-phenyl)-7-methyl-pyrazolo[1,5-a]pyrimidine-3-carboxylic acid), CS(=O)(=O)C=1C=C(C=CC1)N (3-methanesulfonyl-phenylamine). Product: CS(=O)(=O)C=1C=C(C=CC1)NC(=O)C=1C=NN2C1N=C(C=C2C)C2=CC=C(C=C2)Cl (5-(4-Chloro-phenyl)-7-methyl-pyrazolo[1,5-a]pyrimidine-3-carboxylic acid(3-methanesulfonyl-phenyl)-amide). As a reaction SMILES: [Cl:1][C:2]1[CH:7]=[CH:6][C:5]([C:8]2[CH:13]=[C:12]([CH3:14])[N:11]3[N:15]=[CH:16][C:17]([C:18]([OH:20])=O)=[C:10]3[N:9]=2)=[CH:4][CH:3]=1.[CH3:21][S:22]([C:25]1[CH:26]=[C:27]([NH2:31])[CH:28]=[CH:29][CH:30]=1)(=[O:24])=[O:23]>>[CH3:21][S:22]([C:25]1[CH:26]=[C:27]([NH:31][C:18]([C:17]2[CH:16]=[N:15][N:11]3[C:12]([CH3:14])=[CH:13][C:8]([C:5]4[CH:4]=[CH:3][C:2]([Cl:1])=[CH:7][CH:6]=4)=[N:9][C:10]=23)=[O:20])[CH:28]=[CH:29][CH:30]=1)(=[O:23])=[O:24]. Reported procedure: The title compound was prepared from 5-(4-chloro-phenyl)-7-methyl-pyrazolo[1,5-a]pyrimidine-3-carboxylic acid (example C.24) and 3-methanesulfonyl-phenylamine according to general procedure II. Pale-yellow solid. MS (ISP) 441.3 [(M+H)+]; mp 250-251° C. Reactants: O=C([O-])[O-], COC(=O)C1C(C)OC(C)CN1S(=O)(=O)c1ccc(O)cc1, CCOCC, [Cs+], [Cs+], CC(C)(O)C#CCI, CN(C)C=O. Product: COC(=O)C1C(C)OC(C)CN1S(=O)(=O)c1ccc(OCC#CC(C)(C)O)cc1. As a reaction SMILES: [C:31](=[O:32])([O-:33])[O-:34].[CH3:1][O:2][C:3](=[O:4])[CH:5]1[CH:6]([CH3:22])[O:7][CH:8]([CH3:21])[CH2:9][N:10]1[S:11](=[O:12])(=[O:13])[c:14]1[cH:15][cH:16][c:17]([OH:20])[cH:18][cH:19]1.[CH3:42][CH2:43][O:44][CH2:45][CH3:46].[Cs+:35].[Cs+:36].[I:23][CH2:24][C:25]#[C:26][C:27]([CH3:28])([OH:29])[CH3:30].[O:37]=[CH:38][N:39]([CH3:40])[CH3:41]>>[CH3:1][O:2][C:3](=[O:4])[CH:5]1[CH:6]([CH3:22])[O:7][CH:8]([CH3:21])[CH2:9][N:10]1[S:11](=[O:12])(=[O:13])[c:14]1[cH:15][cH:16][c:17]([O:20][CH2:24][C:25]#[C:26][C:27]([CH3:28])([OH:29])[CH3:30])[cH:18][cH:19]1.